From a dataset of the Open Reaction Database (ORD), a public repository of structured organic reaction records. describe an organic reaction: reactants, conditions, products, and yield Starting materials: C1(=CCCC1)N1CCOCC1 (N-cyclopentenyl morpholine), C(C)(C)(C)C=1C=C(C=O)C=C(C1)C(C)(C)C (3,5-di(t-butyl)-benzaldehyde), C1=CC=CC=C1 (benzene), Cl (hydrochloric acid). Run at temperature 30 celsius, time 2 hour. Yields the product C(C)(C)(C)C=1C=C(C=C2C(CCC2)=O)C=C(C1)C(C)(C)C (2-(3,5-di(t-butyl)-benzylidene)cyclopentanone). The yield is 86.9%. Reaction SMILES: C1(N2CC[O:9]CC2)CCCC=1.[C:12]([C:16]1[CH:17]=[C:18]([CH:21]=[C:22]([C:24]([CH3:27])([CH3:26])[CH3:25])[CH:23]=1)[CH:19]=O)([CH3:15])([CH3:14])[CH3:13].Cl.[CH:29]1[CH:34]=[CH:33][CH:32]=[CH:31]C=1>>[C:12]([C:16]1[CH:17]=[C:18]([CH:21]=[C:22]([C:24]([CH3:27])([CH3:26])[CH3:25])[CH:23]=1)[CH:19]=[C:31]1[CH2:32][CH2:33][CH2:34][C:29]1=[O:9])([CH3:15])([CH3:14])[CH3:13]. Reported procedure: With reflux device installed, 36.8 g (0.24 mol) of N-cyclopentenyl morpholine, 0.20 mol of 3,5-di(t-butyl)-benzaldehyde and 200 mL benzene were added to a round bottom flask and heated under reflux for 20 h. The resulting solution was cooled to 30° C. and slowly stirred while 62 mL of hydrochloric acid (6 mol/L) was added. After stirring for 2 h at room temperature, the benzene layer was separated and washed with water to neutral, and dried over anhydrous sodium sulfate overnight. Then the mixtu... Starting materials: NC1=CC=NN1C1=C(C=C(C=C1Cl)C(F)(F)F)Cl (5-amino-1-(2,6-dichloro-4-trifluoromethylphenyl)-pyrazole), O (water), N1=CC=CC=C1 (pyridine), C(#N)CC(=O)Cl (cyanoacetyl chloride). The solvent is C(C)#N (acetonitrile). Yields the product C(#N)CC(=O)NC1=CC=NN1C1=C(C=C(C=C1Cl)C(F)(F)F)Cl (5-cyanoacetylamino-1-(2,6-dichloro-4-trifluoromethyl-phenyl)-pyrazole). Yield: 79.7%. As a reaction SMILES: [NH2:1][C:2]1[N:6]([C:7]2[C:12]([Cl:13])=[CH:11][C:10]([C:14]([F:17])([F:16])[F:15])=[CH:9][C:8]=2[Cl:18])[N:5]=[CH:4][CH:3]=1.N1C=CC=CC=1.[C:25]([CH2:27][C:28](Cl)=[O:29])#[N:26].O>C(#N)C>[C:25]([CH2:27][C:28]([NH:1][C:2]1[N:6]([C:7]2[C:12]([Cl:13])=[CH:11][C:10]([C:14]([F:16])([F:15])[F:17])=[CH:9][C:8]=2[Cl:18])[N:5]=[CH:4][CH:3]=1)=[O:29])#[N:26]. Procedure details: 22.5 g (0.076 mol) of 5-amino-1-(2,6-dichloro-4-trifluoromethylphenyl)-pyrazole and 8 g (0.1 mol) of pyridine are taken in 200 ml of acetonitrile, and 13.2 g (0.128 mol) of cyanoacetyl chloride are added dropwise at 20°-25° C., while stirring and cooling. The reaction mixture is stirred at room temperature for a further two hours and then poured into water. After extraction with methylene chloride and drying of the organic phase over sodium sulphate, the solvent is distilled off in vacuo. The cr... Starting materials: C(C)(=O)O (acetic acid), COC=1C(=C(N2C=CC=CC12)C(=O)C1=CC=C(C=C1)[N+](=O)[O-])C ((1-methoxy-2-methylindolizin-3-yl)(4-nitrophenyl)methanone), O (water). The reagents and catalysts are [Fe] (iron). The solvent is 2/1, C(C)O (ethanol). Conditions: temperature 80 celsius. Product: NC1=CC=C(C=C1)C(=O)C1=C(C(=C2C=CC=CN12)OC)C ((4-Aminophenyl)(1-methoxy-2-methylindolizin-3-yl)methanone). Isolated yield 96.2%. As a reaction SMILES: C(O)(=O)C.[CH3:5][O:6][C:7]1[C:8]([CH3:27])=[C:9]([C:16]([C:18]2[CH:23]=[CH:22][C:21]([N+:24]([O-])=O)=[CH:20][CH:19]=2)=[O:17])[N:10]2[C:15]=1[CH:14]=[CH:13][CH:12]=[CH:11]2.O>[Fe].C(O)C>[NH2:24][C:21]1[CH:22]=[CH:23][C:18]([C:16]([C:9]2[N:10]3[C:15]([CH:14]=[CH:13][CH:12]=[CH:11]3)=[C:7]([O:6][CH3:5])[C:8]=2[CH3:27])=[O:17])=[CH:19][CH:20]=1. Procedure: 1.93 g (34.46 mmol) of iron and 8.21 ml (143.57 mmol) of glacial acetic acid are added to 2.97 g (9.57 mmol) of (1-methoxy-2-methylindolizin-3-yl)(4-nitrophenyl)methanone in 120 ml of a 2/1 mixture of water and ethanol. The reaction medium is heated at 80° C. for 3 hours. The reaction medium is extracted with ethyl acetate. The organic phase is washed with a saturated aqueous solution of sodium hydrogen carbonate and then with a saturated aqueous solution of sodium chloride, dried over sodium su... Reactants: C(C)NCC (diethylamine), C(C)(=O)O (acetic acid), C(C)(=O)O[BH-](OC(C)=O)OC(C)=O.[Na+] (sodium triacetoxyborohydride), OC1=C2CNC(C2=C(C=C1OC)C=1N(C2=CC=C(C=C2C1)C=O)C(=O)OC(C)(C)C)=O (4-hydroxy-5-methoxy-7-[1-(tert-butoxycarbonyl)-5-formylindol-2-yl]isoindolinone). Run in C(C)#N (acetonitrile). Yields the product OC1=C2CNC(C2=C(C=C1OC)C=1N(C2=CC=C(C=C2C1)CN(CC)CC)C(=O)OC(C)(C)C)=O (4-hydroxy-5-methoxy-7-[1-(tert-butoxycarbonyl)-5-(diethylaminomethyl)indol-2-yl]isoindolinone). Isolated yield 42.8%. As a reaction SMILES: [OH:1][C:2]1[C:10]([O:11][CH3:12])=[CH:9][C:8]([C:13]2[N:14]([C:24]([O:26][C:27]([CH3:30])([CH3:29])[CH3:28])=[O:25])[C:15]3[C:20]([CH:21]=2)=[CH:19][C:18]([CH:22]=O)=[CH:17][CH:16]=3)=[C:7]2[C:3]=1[CH2:4][NH:5][C:6]2=[O:31].[CH2:32]([NH:34][CH2:35][CH3:36])[CH3:33].C(O)(=O)C.C(O[BH-](OC(=O)C)OC(=O)C)(=O)C.[Na+]>C(#N)C>[OH:1][C:2]1[C:10]([O:11][CH3:12])=[CH:9][C:8]([C:13]2[N:14]([C:24]([O:26][C:27]([CH3:30])([CH3:29])[CH3:28])=[O:25])[C:15]3[C:20]([CH:21]=2)=[CH:19][C:18]([CH2:22][N:34]([CH2:35][CH3:36])[CH2:32][CH3:33])=[CH:17][CH:16]=3)=[C:7]2[C:3]=1[CH2:4][NH:5][C:6]2=[O:31] |f:3.4|. Procedure: In a similar manner to Step 2 of Example 6, 4-hydroxy-5-methoxy-7-[1-(tert-butoxycarbonyl)-5-formylindol-2-yl]isoindolinone (0.415 g, 0.985 mmol) was dissolved in acetonitrile (16.0 mL), and the solution was treated with diethylamine (2.04 mL, 19.7 mmol), acetic acid (1.10 mL, 19.7 mmol) and sodium triacetoxyborohydride (0.626 g, 2.96 mmol) to obtain 4-hydroxy-5-methoxy-7-[1-(tert-butoxycarbonyl)-5-(diethylaminomethyl)indol-2-yl]isoindolinone (0.202 g, 43%).